From a dataset of the Open Reaction Database (ORD), a public repository of structured organic reaction records. describe an organic reaction: reactants, conditions, products, and yield Product: Cl.ClC=1C=C(C=CC1F)NN (3-Chloro-4-Fluorophenylhydrazine Hydrochloride). Reported procedure: In a 500 ml round bottom flask provided with efficient stirring and external cooling arrangement, 51 ml (, 0.5 mole) of conc. HCl was cooled to below 5 deg C and 25 gms (0.13 mole) 3-chloro-4-fluoroaniline was added. The hydrochloride thus precipitated was then diazotised below 0 deg C with 12 gms (0.17 mole)sodium nitrite and the resulting diazonium salt was decomposed with 100 gms (0.79 mole)sodium sulphite and 12 ml caustic lye. The reaction mixture was filtered to remove impurities.225 ml co... Isolated yield 69.0%. Reaction SMILES: Cl.[Cl:2][C:3]1[CH:4]=[C:5]([CH:7]=[CH:8][C:9]=1[F:10])[NH2:6].[N:11]([O-])=O.[Na+].S([O-])([O-])=O.[Na+].[Na+]>>[ClH:2].[Cl:2][C:3]1[CH:4]=[C:5]([NH:6][NH2:11])[CH:7]=[CH:8][C:9]=1[F:10] |f:2.3,4.5.6,7.8|. Run at time 8 hour. Reactants: Cl (HCl), diazonium salt, S(=O)([O-])[O-].[Na+].[Na+] (sodium sulphite), ClC=1C=C(N)C=CC1F (3-chloro-4-fluoroaniline), N(=O)[O-].[Na+] (sodium nitrite).